Task: describe an organic reaction: reactants, conditions, products, and yield. Dataset: the Open Reaction Database (ORD), a public repository of structured organic reaction records The reactants are [BH4-], O=C([O-])O, O=C(c1c[nH]c2ccc(N(Cc3ccccc3)Cc3ccccc3)cc12)C1CCCN1C(=O)OCc1ccccc1, [Li+], [Na+], C1CCOC1. The product is O=C(OCc1ccccc1)N1CCCC1Cc1c[nH]c2ccc(N(Cc3ccccc3)Cc3ccccc3)cc12. As a reaction SMILES: [BH4-:42].[C:44](=[O:45])([O-:46])[OH:47].[CH2:1]([c:2]1[cH:3][cH:4][cH:5][cH:6][cH:7]1)[O:8][C:9](=[O:10])[N:11]1[CH:12]([C:16](=[O:17])[c:18]2[cH:19][nH:20][c:21]3[cH:22][cH:23][c:24]([N:27]([CH2:28][c:29]4[cH:30][cH:31][cH:32][cH:33][cH:34]4)[CH2:35][c:36]4[cH:37][cH:38][cH:39][cH:40][cH:41]4)[cH:25][c:26]23)[CH2:13][CH2:14][CH2:15]1.[Li+:43].[Na+:48].[O:49]1[CH2:50][CH2:51][CH2:52][CH2:53]1>>[CH2:1]([c:2]1[cH:3][cH:4][cH:5][cH:6][cH:7]1)[O:8][C:9](=[O:10])[N:11]1[CH:12]([CH2:16][c:18]2[cH:19][nH:20][c:21]3[cH:22][cH:23][c:24]([N:27]([CH2:28][c:29]4[cH:30][cH:31][cH:32][cH:33][cH:34]4)[CH2:35][c:36]4[cH:37][cH:38][cH:39][cH:40][cH:41]4)[cH:25][c:26]23)[CH2:13][CH2:14][CH2:15]1. Reactants: C[Si](C)(C)C(F)(F)F (Ruppert's reagent), FC(C(=O)O)(F)F (Trifluoroacetic acid), O(C1=CC=CC=C1)CC1=NN2C(C=NCC2)=C1 (2-phenoxymethyl-6,7-dihydro-pyrazolo[1,5-a]pyrazine), F.[K] (potassium hydrogen fluoride), C(=O)([O-])[O-].[Na+].[Na+] (Na2CO3). Run in O (water), CC#N (CH3CN), CN(C)C=O (DMF). Conditions: temperature 0 celsius, time 5 minute. The product is O(C1=CC=CC=C1)CC1=NN2C(C(NCC2)C(F)(F)F)=C1 (rac-2-phenoxymethyl-4-trifluoromethyl-4,5,6,7-tetrahydro-pyrazolo[1,5-a]pyrazine). Yield: 63.0%. As a reaction SMILES: [F:1][C:2]([F:7])([F:6])[C:3](O)=O.[O:8]([CH2:15][C:16]1[CH:24]=[C:19]2C=[N:21][CH2:22][CH2:23][N:18]2[N:17]=1)[C:9]1[CH:14]=[CH:13][CH:12]=[CH:11][CH:10]=1.F.[K].C[Si](C(F)(F)F)(C)C.C([O-])([O-])=O.[Na+].[Na+]>CC#N.CN(C=O)C.O>[O:8]([CH2:15][C:16]1[CH:24]=[C:19]2[CH:3]([C:2]([F:7])([F:6])[F:1])[NH:21][CH2:22][CH2:23][N:18]2[N:17]=1)[C:9]1[CH:10]=[CH:11][CH:12]=[CH:13][CH:14]=1 |f:2.3,5.6.7,^1:25|. Procedure details: Trifluoroacetic acid (0.36 mL) was added to a stirred mixture of 2-phenoxymethyl-6,7-dihydro-pyrazolo[1,5-a]pyrazine (0.43 g, 1.87 mmol) and potassium hydrogen fluoride (0.18 g, 2.34 mmol) in CH3CN (3.7 mL) and DMF (0.4 mL) at 0° C. The mixture was stirred at 0° C. for 5 minutes. Then Ruppert's reagent (0.83 mL, 5.61 mmol) was added and the mixture was stirred at room temperature for 16 hours. The mixture was treated with a saturated solution of Na2CO3, diluted with water and extracted with DCM....